From a dataset of the Open Reaction Database (ORD), a public repository of structured organic reaction records. describe an organic reaction: reactants, conditions, products, and yield Reactants: C(C)(C)(C)OC(=O)NC(=NC1=CC(=CC=C1)C1=NC=CC(=C1)OCC)NC(=O)OC(C)(C)C (N,N′-bis (tert-butoxycarbonyl)-N″-(3-(4-ethoxypyridin-2-yl)phenyl)guanidine), Cl (hydrogen chloride). The solvent is ClCCl (dichioromethane), O1CCOCC1 (1,4-dioxane). Conditions: time 16 hour. Product: Cl.Cl.C(C)OC1=CC(=NC=C1)C=1C=C(C=CC1)NC(=N)N (3-(4-ethoxypyridin-2-yl)phenylguanidine dihydrochloride). RXN SMILES: C(OC([NH:8][C:9]([NH:26]C(OC(C)(C)C)=O)=[N:10][C:11]1[CH:16]=[CH:15][CH:14]=[C:13]([C:17]2[CH:22]=[C:21]([O:23][CH2:24][CH3:25])[CH:20]=[CH:19][N:18]=2)[CH:12]=1)=O)(C)(C)C.[ClH:34]>ClCCl.O1CCOCC1>[ClH:34].[ClH:34].[CH2:24]([O:23][C:21]1[CH:20]=[CH:19][N:18]=[C:17]([C:13]2[CH:12]=[C:11]([NH:10][C:9]([NH2:26])=[NH:8])[CH:16]=[CH:15][CH:14]=2)[CH:22]=1)[CH3:25] |f:4.5.6|. Procedure details: To a solution of N,N′-bis (tert-butoxycarbonyl)-N″-(3-(4-ethoxypyridin-2-yl)phenyl)guanidine (200 mg) in dichioromethane (2 ml) was added a solution of hydrogen chloride in 1,4-dioxane (4N, 4 ml), and the mixture was stirred at room temperature for 16 hours. The solvent was evaporated under reduced pressure. To the residue was added 10% ethanol in ethyl acetate (50 ml), and the precipitate was collected by filtration and dried under reduced pressure to give 3-(4-ethoxypyridin-2-yl)phenylguanidin... Starting materials: BrC1=CC=C2C=C(C=C(C2=C1)O)C (7-bromo-3-methylnaphthalen-1-ol). The reagents and catalysts are [Pd] (Pd/C). Run in CCO (EtOH). Reaction conditions: temperature 23 celsius, time 8 hour. Product: CC=1C=C(C2=CC=CC=C2C1)O (3-methylnaphthalen-1-ol). RXN SMILES: Br[C:2]1[CH:11]=[C:10]2[C:5]([CH:6]=[C:7]([CH3:13])[CH:8]=[C:9]2[OH:12])=[CH:4][CH:3]=1>[Pd].CCO>[CH3:13][C:7]1[CH:8]=[C:9]([OH:12])[C:10]2[C:5]([CH:6]=1)=[CH:4][CH:3]=[CH:2][CH:11]=2. Procedure: A slurry of 7-bromo-3-methylnaphthalen-1-ol (100 mg, 0.421 mmol), 10% w/w Pd/C (45 mg, 42.1 μmol Pd), and absolute EtOH (2.0 mL) was purged under vacuum and backfilled with H2 from a balloon several times. The suspension was stirred under a balloon of H2 at 23° C. overnight. The reaction was filtered over Celite, the cake was washed with EtOAc. The filtrate was concentrated and dissolved in DCM. The solution was wet-loaded onto a 12 g “gold” ISCO silica gel column and purified by flash chromatog... Starting materials: C1(CCC(CC1)=O)=O (cyclohexane-1,4-dione), C1=CC=CC=C1 (benzene), N1CCCC1 (pyrrolidine), C(C(=C)C)(=O)OC (methyl methacrylate). The solvent is O1CCOCC1 (dioxane), C1(=CC=CC=C1)C (toluene), C(C)O (ethanol). The product is COC(=O)C(CC1C(CC(C(C1)=O)CC(C)C(=O)OC)=O)C (2,5-Bis[2-(methoxycarbonyl)propyl]-cyclohexane-1,4-dione). As a reaction SMILES: [C:1]1(=[O:8])[CH2:6][CH2:5][C:4](=[O:7])[CH2:3][CH2:2]1.N1[CH2:13][CH2:12][CH2:11]C1.[C:14]([O:19][CH3:20])(=[O:18])[C:15]([CH3:17])=[CH2:16].C1C=CC=CC=1>O1CCOCC1.C(O)C.C1(C)C=CC=CC=1>[CH3:20][O:19][C:14]([CH:12]([CH3:11])[CH2:13][CH:6]1[CH2:5][C:4](=[O:7])[CH:3]([CH2:16][CH:15]([C:14]([O:19][CH3:20])=[O:18])[CH3:17])[CH2:2][C:1]1=[O:8])=[O:18]. Procedure details: Using cyclohexane-1,4-dione, pyrrolidine and methyl methacrylate (30.0 g, 0.3 mole), the procedure of Example 2 was repeated except that benzene was used in lieu of toluene and ethanol in lieu of dioxane to give 14.8 g of oil. Using a Kugel vacuum distillator, the oil was treated at an oven temperature of 190°-210° C. (1.0-1.2 mmHg) to give a colorless viscous oil. The product is O=Cc1cccc(-n2c(C3CNCCN3)c(C=O)c3ccccc32)c1. As a reaction SMILES: [CH2:21]1[CH2:22][NH:23][CH2:24][CH2:25][NH:26]1.[Cl:1][c:2]1[n:3](-[c:13]2[cH:14][c:15]([CH:19]=[O:20])[cH:16][cH:17][cH:18]2)[c:4]2[cH:5][cH:6][cH:7][cH:8][c:9]2[c:10]1[CH:11]=[O:12]>>[c:2]1([CH:22]2[CH2:21][NH:26][CH2:25][CH2:24][NH:23]2)[n:3](-[c:13]2[cH:14][c:15]([CH:19]=[O:20])[cH:16][cH:17][cH:18]2)[c:4]2[cH:5][cH:6][cH:7][cH:8][c:9]2[c:10]1[CH:11]=[O:12]. Reactants: C1CNCCN1, O=Cc1cccc(-n2c(Cl)c(C=O)c3ccccc32)c1.